From a dataset of the Open Reaction Database (ORD), a public repository of structured organic reaction records. describe an organic reaction: reactants, conditions, products, and yield The reactants are C(C)(=O)OCC1=CS[C@H]2N(C1C(=O)O)C([C@H]2NC(CC=2SC=CC2)=O)=O (3-acetoxymethyl-7β-(2-thienylacetamido) ceph-2-em-4-carboxylic acid). The solvent is O (water). Reaction conditions: time 4.25 hour. Yields the product OCC1=CS[C@H]2N(C1C(=O)O)C([C@H]2NC(CC=2SC=CC2)=O)=O (3-Hydroxymethyl-7β-(2-thienylacetamido)ceph-2-em-4-carboxylic acid). Isolated yield 52.5%. RXN SMILES: C([O:4][CH2:5][C:6]1[CH:11]([C:12]([OH:14])=[O:13])[N:10]2[C:15](=[O:26])[C@@H:16]([NH:17][C:18](=[O:25])[CH2:19][C:20]3[S:21][CH:22]=[CH:23][CH:24]=3)[C@H:9]2[S:8][CH:7]=1)(=O)C>O>[OH:4][CH2:5][C:6]1[CH:11]([C:12]([OH:14])=[O:13])[N:10]2[C:15](=[O:26])[C@@H:16]([NH:17][C:18](=[O:25])[CH2:19][C:20]3[S:21][CH:22]=[CH:23][CH:24]=3)[C@H:9]2[S:8][CH:7]=1. Reported procedure: A suspension of 3-acetoxymethyl-7β-(2-thienylacetamido) ceph-2-em-4-carboxylic acid (42 g.) in water (400 ml.) was flushed with nitrogen and potassium carbonate (43 g.) added. The mixture was treated with water (200 ml.) to effect complete solution and methanol (50 ml.) added, The solution was stored at 37° for 4.25 hours and then at 22° for 17 hours. The methanol was removed in vacuo and the mixture diluted with water (200 ml.) and stirred with ethyl acetate (800 ml.). The pH of the mixture was... The reactants are CS(C)=O, COCCOC, [Li+], [OH-], O, COC(=O)CC1Nc2ccc(-c3nc(-c4nc5ccccc5[nH]4)no3)cc2CN(C2CC2)C1=O. Yields the product O=C(O)CC1Nc2ccc(-c3nc(-c4nc5ccccc5[nH]4)no3)cc2CN(C2CC2)C1=O. RXN SMILES: [CH3:38][S:39]([CH3:40])=[O:41].[CH3:42][O:43][CH2:44][CH2:45][O:46][CH3:47].[Li+:37].[OH-:36].[OH2:35].[nH:1]1[c:2](-[c:10]2[n:11][o:12][c:13](-[c:15]3[cH:16][c:17]4[c:18]([cH:33][cH:34]3)[NH:19][CH:20]([CH2:28][C:29](=[O:30])[O:31][CH3:32])[C:21](=[O:27])[N:22]([CH:24]3[CH2:25][CH2:26]3)[CH2:23]4)[n:14]2)[n:3][c:4]2[c:5]1[cH:6][cH:7][cH:8][cH:9]2>>[n:1]1[c:2](-[c:10]2[n:11][o:12][c:13](-[c:15]3[cH:16][c:17]4[c:18]([cH:33][cH:34]3)[NH:19][CH:20]([CH2:28][C:29](=[O:30])[OH:31])[C:21](=[O:27])[N:22]([CH:24]3[CH2:25][CH2:26]3)[CH2:23]4)[n:14]2)[nH:3][c:4]2[c:5]1[cH:6][cH:7][cH:8][cH:9]2.